From a dataset of the Open Reaction Database (ORD), a public repository of structured organic reaction records. describe an organic reaction: reactants, conditions, products, and yield Starting materials: C(C)(C)(C)NS(=O)(=O)C1=C(C=CC=C1)C1=CC=C(C=C1)CN(C(=O)N1CCCC2=CC=CC=C12)CCCCC (1-[N-[[2'-(N-t-butylsulfamoyl)biphenyl-4-yl]methyl]-N-pentylcarbamoyl]-1,2,3,4-tetrahydroquinoline), C(=O)(C(F)(F)F)O (TFA). Solvent: C1(=CC=CC=C1)OC (anisole). Yields the product C(CCCC)N(C(=O)N1CCCC2=CC=CC=C12)CC1=CC=C(C=C1)C1=C(C=CC=C1)S(N)(=O)=O (1-[N-Pentyl-N-[(2'-sulfamoylbiphenyl-4-yl)meth-yl]carbamoyl]-1,2,3,4-tetrahydroquinoline). Isolated yield 69.9%. Reaction SMILES: C([NH:5][S:6]([C:9]1[CH:14]=[CH:13][CH:12]=[CH:11][C:10]=1[C:15]1[CH:20]=[CH:19][C:18]([CH2:21][N:22]([CH2:35][CH2:36][CH2:37][CH2:38][CH3:39])[C:23]([N:25]2[C:34]3[C:29](=[CH:30][CH:31]=[CH:32][CH:33]=3)[CH2:28][CH2:27][CH2:26]2)=[O:24])=[CH:17][CH:16]=1)(=[O:8])=[O:7])(C)(C)C.C(O)(C(F)(F)F)=O>C1(OC)C=CC=CC=1>[CH2:35]([N:22]([CH2:21][C:18]1[CH:17]=[CH:16][C:15]([C:10]2[CH:11]=[CH:12][CH:13]=[CH:14][C:9]=2[S:6](=[O:7])(=[O:8])[NH2:5])=[CH:20][CH:19]=1)[C:23]([N:25]1[C:34]2[C:29](=[CH:30][CH:31]=[CH:32][CH:33]=2)[CH2:28][CH2:27][CH2:26]1)=[O:24])[CH2:36][CH2:37][CH2:38][CH3:39]. Reported procedure: A solution of 86 mg (0.16 mmole) of 1-[N-[[2'-(N-t-butylsulfamoyl)biphenyl-4-yl]methyl]-N-pentylcarbamoyl]-1,2,3,4-tetrahydroquinoline (from Step A), 30 μL of anisole, and 0.8 mL of anhydrous TFA was stirred at room temperature for 16 hours. The residue obtained after evaporation of excess TFA was flash chromatographed over silica gel (elution with 0.5% MeOH in CH2Cl2) to give 55 mg (71%) of the title compound as an off-white foam, homogeneous by TLC (95:5 MeOHCH2Cl2), FAB-MS m/e 492 (M+1)+. Starting materials: C(C)(C)(C)OC(C(CO)(C)C)=O (3-Hydroxy-2,2-dimethyl-propionic acid tert-butyl ester), [H-].[Na+] (sodium hydride), [N+](=O)([O-])C1=CC=C(C=C1)OC(=O)N1[C@@H](C[C@@H](C2=CC(=CC=C12)C(F)(F)F)NC1=NC=C(C=C1)N1CCOCC1)CC ((2R,4S)-2-Ethyl-4-(5-morpholin-4-yl-pyridin-2-ylamino)-6-trifluoromethyl-3,4-dihydro-2H-quinoline-1-carboxylic acid 4-nitrophenyl ester), C(O)([O-])=O.[Na+] (sodium hydrogen carbonate). Conditions: temperature 50 celsius, time 2 hour. Reaction SMILES: [C:1]([O:5][C:6](=[O:12])[C:7]([CH3:11])([CH3:10])[CH2:8][OH:9])([CH3:4])([CH3:3])[CH3:2].[H-].[Na+].[N+](C1C=CC([O:24][C:25]([N:27]2[C:36]3[C:31](=[CH:32][C:33]([C:37]([F:40])([F:39])[F:38])=[CH:34][CH:35]=3)[C@@H:30]([NH:41][C:42]3[CH:47]=[CH:46][C:45]([N:48]4[CH2:53][CH2:52][O:51][CH2:50][CH2:49]4)=[CH:44][N:43]=3)[CH2:29][C@H:28]2[CH2:54][CH3:55])=O)=CC=1)([O-])=O.C(=O)([O-])O.[Na+]>O1CCCC1.C(OCC)(=O)C>[C:1]([O:5][C:6]([C:7]([CH3:11])([CH3:10])[CH2:8][O:9][C:25]([N:27]1[C:36]2[C:31](=[CH:32][C:33]([C:37]([F:40])([F:38])[F:39])=[CH:34][CH:35]=2)[C@@H:30]([NH:41][C:42]2[CH:47]=[CH:46][C:45]([N:48]3[CH2:49][CH2:50][O:51][CH2:52][CH2:53]3)=[CH:44][N:43]=2)[CH2:29][C@H:28]1[CH2:54][CH3:55])=[O:24])=[O:12])([CH3:4])([CH3:2])[CH3:3] |f:1.2,4.5|. Yields the product C(C)(C)(C)OC(=O)C(COC(=O)N1[C@@H](C[C@@H](C2=CC(=CC=C12)C(F)(F)F)NC1=NC=C(C=C1)N1CCOCC1)CC)(C)C ((2R,4S)-2-Ethyl-4-(5-morpholin-4-yl-pyridin-2-ylamino)-6-trifluoromethyl-3,4-dihydro-2H-quinolin-1-carboxylic acid 2-tert-butoxycarbonyl-2-methyl-propyl ester). Procedure details: 3-Hydroxy-2,2-dimethyl-propionic acid tert-butyl ester (137 mg) and sodium hydride (60%; 32 mg) were added to a solution of the compound obtained in Example 9 (1) (300 mg) dissolved in tetrahydrofuran (5 ml) and stirred at 50° C. for 2 hours. The reaction mixture was cooled to room temperature, a saturated sodium hydrogen carbonate aq. solution and ethyl acetate were added and the organic layer was separated, washed with a saturated brine, dried over magnesium sulfate and concentrated in vacuo. ... Solvent: C(C)(=O)OCC (ethyl acetate), O1CCCC1 (tetrahydrofuran). Isolated yield 71.3%. The reactants are COCC(C)=C1C2=C(CCC3=C1C=CC=C3)C=CC=C2 (5-(1-methoxymethylethylidene)-10,11-dihydro-5H-dibenzo[a,d]cycloheptene), Br (hydrobromic acid). Run in C(C)(=O)O (acetic acid), O (water). Yields the product CC(CBr)=C1C2=C(CCC3=C1C=CC=C3)C=CC=C2 (5-(1-methyl-2-bromoethylidene)-10,11-dihydro-5H-dibenzo[a,d]cycloheptene). Reaction SMILES: CO[CH2:3][C:4](=[C:6]1[C:12]2[CH:13]=[CH:14][CH:15]=[CH:16][C:11]=2[CH2:10][CH2:9][C:8]2[CH:17]=[CH:18][CH:19]=[CH:20][C:7]1=2)[CH3:5].[BrH:21]>C(O)(=O)C.O>[CH3:5][C:4](=[C:6]1[C:12]2[CH:13]=[CH:14][CH:15]=[CH:16][C:11]=2[CH2:10][CH2:9][C:8]2[CH:17]=[CH:18][CH:19]=[CH:20][C:7]1=2)[CH2:3][Br:21]. Reported procedure: The above ether (3.6 g, 13.6 mmol) was dissolved in acetic acid (40 ml) and 48% hydrobromic acid (20 ml) was added. After 7 days the mixture was diluted with water (200 ml) and extracted with benzene (100 ml). The organic phase was dried (MgSO4), filtered and the solvent was evaporated in vacuo to give 3.8 g of crude 5-(1-methyl-2-bromoethylidene)-10,11-dihydro-5H-dibenzo[a,d]cycloheptene.